This data is from the Open Reaction Database (ORD), a public repository of structured organic reaction records. The task is: describe an organic reaction: reactants, conditions, products, and yield Reactants: BrC1=CC(=C(C=C1)S(=O)(=O)C)OC(F)(F)F (4-bromo-1-methanesulfonyl-2-trifluoromethoxy-benzene), C1(CCCCC1)/C=C(/CO)\B1OC(C(O1)(C)C)(C)C ((E)-3-cyclohexyl-2-(4,4,5,5-tetramethyl-[1,3,2]dioxaborolan-2-yl)-prop-2-en-1-ol), C([O-])([O-])=O.[Na+].[Na+] (sodium carbonate). The reagents and catalysts are C1=CC=C(C=C1)P([C-]2C=CC=C2)C3=CC=CC=C3.C1=CC=C(C=C1)P([C-]2C=CC=C2)C3=CC=CC=C3.Cl[Pd]Cl.[Fe+2] (dichloro[1,1′-bis(diphenylphosphino)ferrocene]palladium). Solvent: C(C)(=O)OCC (ethyl acetate), CN(C)C=O (DMF). The product is C1(CCCCC1)/C=C(/CO)\C1=CC(=C(C=C1)S(=O)(=O)C)OC(F)(F)F ((E)-3-Cyclohexyl-2-(4-methanesulfonyl-3-trifluoromethoxy-phenyl)-prop-2-en-1-ol). Yield: 88.9%. RXN SMILES: Br[C:2]1[CH:7]=[CH:6][C:5]([S:8]([CH3:11])(=[O:10])=[O:9])=[C:4]([O:12][C:13]([F:16])([F:15])[F:14])[CH:3]=1.[CH:17]1(/[CH:23]=[C:24](\B2OC(C)(C)C(C)(C)O2)/[CH2:25][OH:26])[CH2:22][CH2:21][CH2:20][CH2:19][CH2:18]1.C(=O)([O-])[O-].[Na+].[Na+]>CN(C=O)C.C(OCC)(=O)C.C1C=CC(P(C2C=CC=CC=2)[C-]2C=CC=C2)=CC=1.C1C=CC(P(C2C=CC=CC=2)[C-]2C=CC=C2)=CC=1.Cl[Pd]Cl.[Fe+2]>[CH:17]1(/[CH:23]=[C:24](\[C:2]2[CH:7]=[CH:6][C:5]([S:8]([CH3:11])(=[O:10])=[O:9])=[C:4]([O:12][C:13]([F:16])([F:15])[F:14])[CH:3]=2)/[CH2:25][OH:26])[CH2:22][CH2:21][CH2:20][CH2:19][CH2:18]1 |f:2.3.4,7.8.9.10|. Reported procedure: Heat a suspension of 4-bromo-1-methanesulfonyl-2-trifluoromethoxy-benzene (0.71 g, 2.23 mmol), (E)-3-cyclohexyl-2-(4,4,5,5-tetramethyl-[1,3,2]dioxaborolan-2-yl)-prop-2-en-1-ol (0.77 g, 2.91 mmol), 2 M aqueous sodium carbonate solution (2.2 mL, 4.4 mmol) and dichloro[1,1′-bis(diphenylphosphino)ferrocene]palladium (II) dichloromethane adduct (164 mg, 2.13 mmol) in 5.7 mL DMF to 80° C. for 2 h. Dilute the mixture with ethyl acetate, separate the organic layer, wash it with water followed by saturat... Starting materials: [BH4-].[Na+] (sodium borohydride), [H][H] (hydrogen), C(CN)N (ethylene diamine), COC(CCCC#CCN1[C@H](CCCC1=O)CO)=O (7-((R)-2-hydroxymethyl-6-oxo-piperidin-1-yl)-hept-5-ynoic acid methyl ester). Reagents/catalysts: [Ni](Cl)Cl (nickel (II) chloride). The solvent is C(C)O (Ethanol), C(C)O (ethanol). Reaction conditions: time 15 minute. Yields the product COC(CCCC=CCN1[C@H](CCCC1=O)CO)=O (7-((R)-2-hydroxymethyl-6-oxo-piperidin-1-yl)-hept-5-enoic acid methyl ester). The yield is 38.8%. As a reaction SMILES: [BH4-].[Na+].C(N)CN.[CH3:7][O:8][C:9](=[O:25])[CH2:10][CH2:11][CH2:12][C:13]#[C:14][CH2:15][N:16]1[C:21](=[O:22])[CH2:20][CH2:19][CH2:18][C@@H:17]1[CH2:23][OH:24].[H][H]>C(O)C.[Ni](Cl)Cl>[CH3:7][O:8][C:9](=[O:25])[CH2:10][CH2:11][CH2:12][CH:13]=[CH:14][CH2:15][N:16]1[C:21](=[O:22])[CH2:20][CH2:19][CH2:18][C@@H:17]1[CH2:23][OH:24] |f:0.1|. Reported procedure: 95% Ethanol (0.5 mL) was added to a mixture of nickel (II) chloride (105 mg, 0.81 mmol) and sodium borohydride (15 mg, 0.40 mmol). The mixture immediately turned black. After 15 min at rt, ethylene diamine (86 μL, 1.29 mmol) was added. After 15 min at rt, a solution of 7-((R)-2-hydroxymethyl-6-oxo-piperidin-1-yl)-hept-5-ynoic acid methyl ester (from Example 1, step 3, 43.3 mg, 0.16 mmol) in 95% ethanol (1.0 mL) was added via cannula. A hydrogen atmosphere was established by evacuating and refill... Starting materials: C1(=C(C=CC=C1)C(=O)N1CC2CNCC2C1)C1=CC=CC=C1 (Biphenyl-2-yl-(hexahydro-pyrrolo[3,4-c]pyrrol-2-yl)-methanone), ClC1=NC=CC(=N1)OC (2-chloro-4-methoxypyrimidine). Yields the product C1(=C(C=CC=C1)C(=O)N1CC2CN(CC2C1)C1=NC=CC(=N1)OC)C1=CC=CC=C1 (2-(Biphenyl-2-ylcarbonyl)-5-(4-methoxypyrimidin-2-yl)octahydropyrrolo[3,4-c]pyrrole). As a reaction SMILES: [C:1]1([C:17]2[CH:22]=[CH:21][CH:20]=[CH:19][CH:18]=2)[CH:6]=[CH:5][CH:4]=[CH:3][C:2]=1[C:7]([N:9]1[CH2:16][CH:15]2[CH:11]([CH2:12][NH:13][CH2:14]2)[CH2:10]1)=[O:8].Cl[C:24]1[N:29]=[C:28]([O:30][CH3:31])[CH:27]=[CH:26][N:25]=1>>[C:1]1([C:17]2[CH:22]=[CH:21][CH:20]=[CH:19][CH:18]=2)[CH:6]=[CH:5][CH:4]=[CH:3][C:2]=1[C:7]([N:9]1[CH2:10][CH:11]2[CH:15]([CH2:14][N:13]([C:24]3[N:29]=[C:28]([O:30][CH3:31])[CH:27]=[CH:26][N:25]=3)[CH2:12]2)[CH2:16]1)=[O:8]. Procedure: The title compound was prepared in a manner analogous to Example 15 utilizing Intermediate 17 and 2-chloro-4-methoxypyrimidine. MS (ESI) mass calcd. for C24H24N4O2, 400.48; m/z found, 401.2 [M+H]+. Starting materials: O1C=C(C=C1)C(=O)O (3-furoic acid), NC=1C(N(C(N(C1N)CCC)=O)CCC)=O (5,6-diamino-1,3-dipropyluracil). The product is C(CC)N1C(=O)N(C=2N=C(NC2C1=O)C1=COC=C1)CCC (1,3-dipropyl-8-(3-furanyl)xanthine). RXN SMILES: [O:1]1[CH:5]=[CH:4][C:3]([C:6](O)=O)=[CH:2]1.[NH2:9][C:10]1[C:11](=[O:24])[N:12]([CH2:21][CH2:22][CH3:23])[C:13](=[O:20])[N:14]([CH2:17][CH2:18][CH3:19])[C:15]=1[NH2:16]>>[CH2:21]([N:12]1[C:11](=[O:24])[C:10]2[NH:9][C:6]([C:3]3[CH:4]=[CH:5][O:1][CH:2]=3)=[N:16][C:15]=2[N:14]([CH2:17][CH2:18][CH3:19])[C:13]1=[O:20])[CH2:22][CH3:23]. Procedure details: The starting 1,3-dipropyl-8-(3-furanyl)xanthine is prepared by a process analogous to that described in Example 2 above using 3-furoic acid and 5,6-diamino-1,3-dipropyluracil, mp 244°-245° C.